Task: describe an organic reaction: reactants, conditions, products, and yield. Dataset: the Open Reaction Database (ORD), a public repository of structured organic reaction records The reactants are CC(C)C[AlH]CC(C)C (DIBAL-H), COC(C1=CC(=CC=C1)OC(CCC)C=1C=NC(=CC1OCC)C1=C(C=CC=C1CC)CC)=O (3-{1-[6-(2,6-diethyl-phenyl)-4-ethoxy-pyridin-3-yl]-butoxy}-benzoic acid methyl ester), Na2SO4.10H2O. Run in CCOCC (ether), C1CCOC1 (THF). Reaction conditions: time 2 hour. Yields the product C(C)C1=C(C(=CC=C1)CC)C1=CC(=C(C=N1)C(CCC)OC=1C=C(C=CC1)CO)OCC ((3-{1-[6-(2,6-diethyl-phenyl)-4-ethoxy-pyridin-3-yl]-butoxy}-phenyl)-methanol). RXN SMILES: CC(C[AlH]CC(C)C)C.C[O:11][C:12](=O)[C:13]1[CH:18]=[CH:17][CH:16]=[C:15]([O:19][CH:20]([C:24]2[CH:25]=[N:26][C:27]([C:33]3[C:38]([CH2:39][CH3:40])=[CH:37][CH:36]=[CH:35][C:34]=3[CH2:41][CH3:42])=[CH:28][C:29]=2[O:30][CH2:31][CH3:32])[CH2:21][CH2:22][CH3:23])[CH:14]=1>C1COCC1.CCOCC>[CH2:41]([C:34]1[CH:35]=[CH:36][CH:37]=[C:38]([CH2:39][CH3:40])[C:33]=1[C:27]1[N:26]=[CH:25][C:24]([CH:20]([O:19][C:15]2[CH:14]=[C:13]([CH2:12][OH:11])[CH:18]=[CH:17][CH:16]=2)[CH2:21][CH2:22][CH3:23])=[C:29]([O:30][CH2:31][CH3:32])[CH:28]=1)[CH3:42]. Reported procedure: DIBAL-H (1.5 M in Toluene, 0.3 mL) is added dropwise to a solution of 3-{1-[6-(2,6-diethyl-phenyl)-4-ethoxy-pyridin-3-yl]-butoxy}-benzoic acid methyl ester (80 mg, 0.17 mmol) in THF (3 mL) at room temperature. The reaction mixture is stirred for 2 hours, then diluted with ether (5 mL) and treated with Na2SO4.10H2O. The resulting mixture is stirred for one hour and filtered through Celite. Concentration of the filtrate at reduced pressure gives (3-{1-[6-(2,6-diethyl-phenyl)-4-ethoxy-pyridin-3-yl]...